This data is from the Open Reaction Database (ORD), a public repository of structured organic reaction records. The task is: describe an organic reaction: reactants, conditions, products, and yield The product is CC1=C(C)C([Si](C)(C)Nc2c(C)cc(Br)cc2C)c2sccc21. As a reaction SMILES: [Br:1][c:2]1[cH:3][c:4]([CH3:10])[c:5]([NH2:6])[c:7]([CH3:9])[cH:8]1.[CH2:30]1[O:31][CH2:32][CH2:33][CH2:34]1.[CH3:11][CH2:12][CH2:13][CH2:14][Li:15].[Cl:16][Si:17]([CH3:18])([CH3:19])[CH:20]1[C:21]([CH3:29])=[C:22]([CH3:28])[c:23]2[c:24]1[s:25][cH:26][cH:27]2>>[Br:1][c:2]1[cH:3][c:4]([CH3:10])[c:5]([NH:6][Si:17]([CH3:18])([CH3:19])[CH:20]2[C:21]([CH3:29])=[C:22]([CH3:28])[c:23]3[c:24]2[s:25][cH:26][cH:27]3)[c:7]([CH3:9])[cH:8]1. Starting materials: Cc1cc(Br)cc(C)c1N, C1CCOC1, [Li]CCCC, CC1=C(C)C([Si](C)(C)Cl)c2sccc21. Starting materials: O=C([O-])[O-], [K+], [K+], N#Cc1ccc(C2OCCCO2)c(F)c1, CN(C)C=O, Sc1ccccc1. Product: N#Cc1ccc(C2OCCCO2)c(Sc2ccccc2)c1. RXN SMILES: [C:23](=[O:24])([O-:25])[O-:26].[K+:27].[K+:28].[O:1]1[CH:2]([c:7]2[c:8]([F:15])[cH:9][c:10]([C:11]#[N:12])[cH:13][cH:14]2)[O:3][CH2:4][CH2:5][CH2:6]1.[O:29]=[CH:30][N:31]([CH3:32])[CH3:33].[SH:16][c:17]1[cH:18][cH:19][cH:20][cH:21][cH:22]1>>[O:1]1[CH:2]([c:7]2[c:8]([S:16][c:17]3[cH:18][cH:19][cH:20][cH:21][cH:22]3)[cH:9][c:10]([C:11]#[N:12])[cH:13][cH:14]2)[O:3][CH2:4][CH2:5][CH2:6]1. Reactants: CC(N)C(Cc1ccc(Cl)cc1)c1cccc(C#N)c1, Cl, N#CCC(=O)c1cc(F)cc(F)c1. The product is CC(NC(CC#N)c1cc(F)cc(F)c1)C(Cc1ccc(Cl)cc1)c1cccc(C#N)c1. As a reaction SMILES: [Cl:15][c:16]1[cH:17][cH:18][c:19]([CH2:22][CH:23]([CH:24]([CH3:25])[NH2:26])[c:27]2[cH:28][c:29]([C:33]#[N:34])[cH:30][cH:31][cH:32]2)[cH:20][cH:21]1.[ClH:14].[F:1][c:2]1[cH:3][c:4]([C:5](=[O:6])[CH2:7][C:8]#[N:9])[cH:10][c:11]([F:13])[cH:12]1>>[F:1][c:2]1[cH:3][c:4]([CH:5]([CH2:7][C:8]#[N:9])[NH:26][CH:24]([CH:23]([CH2:22][c:19]2[cH:18][cH:17][c:16]([Cl:15])[cH:21][cH:20]2)[c:27]2[cH:28][c:29]([C:33]#[N:34])[cH:30][cH:31][cH:32]2)[CH3:25])[cH:10][c:11]([F:13])[cH:12]1. Starting materials: BrC1=C2C(=CC=3CCNCCC31)N=C(O2)C(F)(F)F (10-bromo-2-(trifluoromethyl)-6,7,8,9-tetrahydro-5H-[1,3]oxazolo[4,5-h][3]benzazepine), ClCCCSC=1N(C(=NN1)C1=C2C=CC(=NC2=CC=C1)C)C (5-{5-[(3-chloropropyl)thio]-4-methyl-4H-1,2,4-triazol-3-yl}-2-methylquinoline). Yields the product Cl.BrC1=C2C(=CC=3CCN(CCC31)CCCSC3=NN=C(N3C)C3=C1C=CC(=NC1=CC=C3)C)N=C(O2)C(F)(F)F (10-bromo-7-(3-{[4-methyl-5-(2-methyl-5-quinolinyl)-4H-1,2,4-triazol-3-yl]thio}propyl)-2-(trifluoromethyl)-6,7,8,9-tetrahydro-5H-[1,3]oxazolo[4,5-h][3]benzazepine hydrochloride), solid. Reaction SMILES: [Br:1][C:2]1[C:12]2[CH2:11][CH2:10][NH:9][CH2:8][CH2:7][C:6]=2[CH:5]=[C:4]2[N:13]=[C:14]([C:16]([F:19])([F:18])[F:17])[O:15][C:3]=12.[Cl:20][CH2:21][CH2:22][CH2:23][S:24][C:25]1[N:26]([CH3:41])[C:27]([C:30]2[CH:39]=[CH:38][CH:37]=[C:36]3[C:31]=2[CH:32]=[CH:33][C:34]([CH3:40])=[N:35]3)=[N:28][N:29]=1>>[ClH:20].[Br:1][C:2]1[C:12]2[CH2:11][CH2:10][N:9]([CH2:21][CH2:22][CH2:23][S:24][C:25]3[N:26]([CH3:41])[C:27]([C:30]4[CH:39]=[CH:38][CH:37]=[C:36]5[C:31]=4[CH:32]=[CH:33][C:34]([CH3:40])=[N:35]5)=[N:28][N:29]=3)[CH2:8][CH2:7][C:6]=2[CH:5]=[C:4]2[N:13]=[C:14]([C:16]([F:19])([F:17])[F:18])[O:15][C:3]=12 |f:2.3|. Procedure details: The title compound was prepared in analogy to General Procedure 1 from 10-bromo-2-(trifluoromethyl)-6,7,8,9-tetrahydro-5H-[1,3]oxazolo[4,5-h][3]benzazepine (58 mg) and 5-{5-[(3-chloropropyl)thio]-4-methyl-4H-1,2,4-triazol-3-yl}-2-methylquinoline and was obtained as a colourless slightly hygroscopic solid (20 mg). The reactants are CCCCCCc1cc2c(cc1OCCCC(=O)O)C(=O)CC2, CC(=O)[O-], CCO, Cl, NO, [Na+], O. Product: CCCCCCc1cc2c(cc1OCCCC(=O)O)C(=NO)CC2. Reaction SMILES: [CH2:1]([CH2:2][CH2:3][CH2:4][CH2:5][CH3:6])[c:7]1[c:8]([O:17][CH2:18][CH2:19][CH2:20][C:21](=[O:22])[OH:23])[cH:9][c:10]2[c:14]([cH:15]1)[CH2:13][CH2:12][C:11]2=[O:16].[CH3:28][C:29](=[O:30])[O-:31].[CH3:33][CH2:34][OH:35].[ClH:24].[NH2:25][OH:26].[Na+:27].[OH2:32]>>[CH2:1]([CH2:2][CH2:3][CH2:4][CH2:5][CH3:6])[c:7]1[c:8]([O:17][CH2:18][CH2:19][CH2:20][C:21](=[O:22])[OH:23])[cH:9][c:10]2[c:14]([cH:15]1)[CH2:13][CH2:12][C:11]2=[N:25][OH:26]. The reactants are C(C)OC(=O)C=1C=2C=C(NC2C=CC1)CC(CC(C)(C)C1=C(C=CC(=C1)F)OC)(C(F)(F)F)O (2-[4-(5-fluoro-2-methoxyphenyl)-2-hydroxy-4-methyl-2-trifluoromethylpentyl]-1H-indole-4-carboxylic acid ethyl ester), [OH-].[K+] (potassium hydroxide). The solvent is CO (methanol), O (water). Run at time 4 hour. The product is FC=1C=CC(=C(C1)C(CC(CC=1NC=2C=CC=C(C2C1)C(=O)O)(C(F)(F)F)O)(C)C)OC (2-[4-(5-fluoro-2-methoxyphenyl)-2-hydroxy-4-methyl-2-trifluoromethylpentyl]-1H-indole-4-carboxylic acid). Isolated yield 89.2%. RXN SMILES: C([O:3][C:4]([C:6]1[C:7]2[CH:8]=[C:9]([CH2:15][C:16]([OH:34])([C:30]([F:33])([F:32])[F:31])[CH2:17][C:18]([C:21]3[CH:26]=[C:25]([F:27])[CH:24]=[CH:23][C:22]=3[O:28][CH3:29])([CH3:20])[CH3:19])[NH:10][C:11]=2[CH:12]=[CH:13][CH:14]=1)=[O:5])C.[OH-].[K+]>CO.O>[F:27][C:25]1[CH:24]=[CH:23][C:22]([O:28][CH3:29])=[C:21]([C:18]([CH3:19])([CH3:20])[CH2:17][C:16]([OH:34])([C:30]([F:32])([F:33])[F:31])[CH2:15][C:9]2[NH:10][C:11]3[CH:12]=[CH:13][CH:14]=[C:6]([C:4]([OH:5])=[O:3])[C:7]=3[CH:8]=2)[CH:26]=1 |f:1.2|. Reported procedure: A solution of 2-[4-(5-fluoro-2-methoxyphenyl)-2-hydroxy-4-methyl-2-trifluoromethylpentyl]-1H-indole-4-carboxylic acid ethyl ester (220 mg, 0.470 mmol) in 10 mL of methanol was treated with a solution of potassium hydroxide (85 mg, 1.5 mmol) in 3 mL of water. The resulting mixture was stirred at room temperature for 4 hours, refluxed for 6 hours, cooled to room temperature, and concentrated in vacuo. The residue was treated with cold 1 N sulfuric acid and extracted with three 30 mL portions of di... Starting materials: CCOC(CN(c1ccccc1)c1ccccc1)OCC, CCCCO, Cl, Cl, O, NCCc1ccc(O)c(O)c1. The product is Oc1cc2c(cc1O)C(CN(c1ccccc1)c1ccccc1)NCC2, Cl. Reaction SMILES: [CH2:1]([O:2][CH:4]([O:3][CH2:19][CH3:20])[CH2:5][N:6]([c:7]1[cH:8][cH:9][cH:10][cH:11][cH:12]1)[c:13]1[cH:14][cH:15][cH:16][cH:17][cH:18]1)[CH3:21].[CH2:34]([OH:35])[CH2:36][CH2:37][CH3:38].[ClH:22].[ClH:39].[OH2:40].[OH:23][c:24]1[cH:25][c:26]([CH2:27][CH2:28][NH2:29])[cH:30][cH:31][c:32]1[OH:33]>>[CH:4]1([CH2:5][N:6]([c:7]2[cH:8][cH:9][cH:10][cH:11][cH:12]2)[c:13]2[cH:14][cH:15][cH:16][cH:17][cH:18]2)[NH:29][CH2:28][CH2:27][c:26]2[cH:25][c:24]([OH:23])[c:32]([OH:33])[cH:31][c:30]21.[ClH:22].